From a dataset of the Open Reaction Database (ORD), a public repository of structured organic reaction records. describe an organic reaction: reactants, conditions, products, and yield RXN SMILES: [C:17](=[O:18])([O-:19])[O-:20].[CH2:1]([c:2]1[cH:3][cH:4][cH:5][cH:6][cH:7]1)[N:8]1[C:9](=[O:16])[NH:10][C:11]([CH3:14])([CH3:15])[C:12]1=[O:13].[CH2:23]([C:24]#[CH:25])[Br:26].[CH3:27][C:28](=[O:29])[CH3:30].[K+:21].[K+:22]>>[CH2:1]([c:2]1[cH:3][cH:4][cH:5][cH:6][cH:7]1)[N:8]1[C:9](=[O:16])[N:10]([CH2:25][C:24]#[CH:23])[C:11]([CH3:14])([CH3:15])[C:12]1=[O:13]. Starting materials: O=C([O-])[O-], CC1(C)NC(=O)N(Cc2ccccc2)C1=O, C#CCBr, CC(C)=O, [K+], [K+]. The product is C#CCN1C(=O)N(Cc2ccccc2)C(=O)C1(C)C. Reactants: [BH4-], CCCCCC(=O)CCC(=O)OCC=C(C)CCC=C(C)C, [Na+], O. Yields the product CCCCCC(O)CCC(=O)OCC=C(C)CCC=C(C)C. RXN SMILES: [BH4-:23].[CH3:1][C:2](=[CH:3][CH2:4][O:5][C:6]([CH2:7][CH2:8][C:9]([CH2:10][CH2:11][CH2:12][CH2:13][CH3:14])=[O:15])=[O:16])[CH2:17][CH2:18][CH:19]=[C:20]([CH3:21])[CH3:22].[Na+:24].[OH2:25]>>[CH3:1][C:2](=[CH:3][CH2:4][O:5][C:6]([CH2:7][CH2:8][CH:9]([CH2:10][CH2:11][CH2:12][CH2:13][CH3:14])[OH:15])=[O:16])[CH2:17][CH2:18][CH:19]=[C:20]([CH3:21])[CH3:22]. The reactants are solution, N(C1=CC=CC=C1)C1CCN(CC1)C (4-anilino-1-methylpiperidine), Cl (hydrochloric acid), O (water), ClC1=C(C#N)C=CC=C1 (2-chlorobenzonitrile), resultant mixture. Reagents/catalysts: B(Cl)(Cl)Cl (boron trichloride). The solvent is C1(=CC=CC=C1)C (toluene), C1(=CC=CC=C1)C (toluene). Run at temperature 150 celsius. The product is ClC1=C(C(=O)C2=C(NC3CCN(CC3)C)C=CC=C2)C=CC=C1 (4-[2-(2-chlorobenzoyl)anilino]-1-methylpiperidine). Yield: 99.0%. As a reaction SMILES: [NH:1]([CH:8]1[CH2:13][CH2:12][N:11]([CH3:14])[CH2:10][CH2:9]1)[C:2]1[CH:7]=[CH:6][CH:5]=[CH:4][CH:3]=1.[Cl:15][C:16]1[CH:23]=[CH:22][CH:21]=[CH:20][C:17]=1[C:18]#N.Cl.[OH2:25]>C1(C)C=CC=CC=1.B(Cl)(Cl)Cl>[Cl:15][C:16]1[CH:23]=[CH:22][CH:21]=[CH:20][C:17]=1[C:18]([C:7]1[CH:6]=[CH:5][CH:4]=[CH:3][C:2]=1[NH:1][CH:8]1[CH2:13][CH2:12][N:11]([CH3:14])[CH2:10][CH2:9]1)=[O:25]. Procedure details: To a 2.03M solution of boron trichloride (25×1.2 mmol) in toluene (14.8 ml) is dropwise added a solution of 4-anilino-1-methylpiperidine (4.79 g, 25 mmol) in toluene (40 ml) under ice cooling and stirring, and the resultant mixture is refluxed under stirring over a period of 1 hour. The toluene is evaporated under atmospheric pressure from the reaction mixture, and the residue is mixed with 2-chlorobenzonitrile (6.88 g, 25×2 mmol) and heated at 150° C. (bath temp.) over a period of 15 hours unde... Starting materials: COC(C1=C(N=CC=C1C)Cl)=O (2-chloro-4-methyl-nicotinic acid methyl ester), C(#N)[Cu] (CuCN), FeCl3.6H2O. Run in O (water), CN1CCCC1=O (NMP), Cl (HCl). Conditions: temperature 180 celsius, time 16 hour. The product is COC(C1=C(N=CC=C1C)C#N)=O (2-Cyano-4-methyl-nicotinic acid methyl ester). RXN SMILES: [CH3:1][O:2][C:3](=[O:12])[C:4]1[C:9]([CH3:10])=[CH:8][CH:7]=[N:6][C:5]=1Cl.[C:13]([Cu])#[N:14]>CN1C(=O)CCC1.O.Cl>[CH3:1][O:2][C:3](=[O:12])[C:4]1[C:9]([CH3:10])=[CH:8][CH:7]=[N:6][C:5]=1[C:13]#[N:14]. Procedure: A suspension of 2-chloro-4-methyl-nicotinic acid methyl ester (2.64 g, 14.3 mmol) and CuCN (6.4 g, 71 mmol) in NMP (5.3 mL) was heated to 180° C. for 30 min. The reaction mixture was then cooled to room temperature and diluted with water (80 mL). After vigorous stirring for 16 h, the suspension was centrifuged and the precipitate suspended in a solution of FeCl3.6H2O (5.8 g, 21 mmol) in aqueous HCl (4 M, 80 mL). After vigorous stirring for 1 h, the suspension was extracted with DCM (3×70 mL). Th... Isolated yield 46.9%. Solvent: C1(=CC=CC=C1)C (toluene), CCOC(=O)C (EtOAc). Procedure details: Ethyl 4-((5-(2-(4-chloro-3-methoxyphenyl)propan-2-yl)-1-(4-fluorophenyl)-1H-imidazol-2-ylthio)methyl)-3,5-difluorophenylsulfonylcarbamate (76 mg, 0.12 mmol, 1.0 eq) and 4-aminomorpholine (0.045 mL, 0.46 mmol, 4.0 eq) in toluene (2.5 mL, anhyd) were heated at reflux for 2.5 h. The reaction mixture was cooled to room temperature, diluted with EtOAc and washed with water, followed by brine. After drying (MgSO4), the organics were concentrated and purified by chromatography (silica, 0 to 80% EtOAc/H... Starting materials: ClC1=C(C=C(C=C1)C(C)(C)C1=CN=C(N1C1=CC=C(C=C1)F)SCC1=C(C=C(C=C1F)S(=O)(=O)NC(OCC)=O)F)OC (Ethyl 4-((5-(2-(4-chloro-3-methoxyphenyl)propan-2-yl)-1-(4-fluorophenyl)-1H-imidazol-2-ylthio)methyl)-3,5-difluorophenylsulfonylcarbamate), NN1CCOCC1 (4-aminomorpholine). Reaction SMILES: [Cl:1][C:2]1[CH:7]=[CH:6][C:5]([C:8]([C:11]2[N:15]([C:16]3[CH:21]=[CH:20][C:19]([F:22])=[CH:18][CH:17]=3)[C:14]([S:23][CH2:24][C:25]3[C:30]([F:31])=[CH:29][C:28]([S:32]([NH:35][C:36](=[O:40])OCC)(=[O:34])=[O:33])=[CH:27][C:26]=3[F:41])=[N:13][CH:12]=2)([CH3:10])[CH3:9])=[CH:4][C:3]=1[O:42][CH3:43].[NH2:44][N:45]1[CH2:50][CH2:49][O:48][CH2:47][CH2:46]1>C1(C)C=CC=CC=1.CCOC(C)=O>[Cl:1][C:2]1[CH:7]=[CH:6][C:5]([C:8]([C:11]2[N:15]([C:16]3[CH:17]=[CH:18][C:19]([F:22])=[CH:20][CH:21]=3)[C:14]([S:23][CH2:24][C:25]3[C:26]([F:41])=[CH:27][C:28]([S:32]([NH:35][C:36](=[O:40])[NH:44][N:45]4[CH2:50][CH2:49][O:48][CH2:47][CH2:46]4)(=[O:34])=[O:33])=[CH:29][C:30]=3[F:31])=[N:13][CH:12]=2)([CH3:10])[CH3:9])=[CH:4][C:3]=1[O:42][CH3:43]. Yields the product ClC1=C(C=C(C=C1)C(C)(C)C1=CN=C(N1C1=CC=C(C=C1)F)SCC1=C(C=C(C=C1F)S(=O)(=O)NC(NN1CCOCC1)=O)F)OC (4-((5-(2-(4-Chloro-3-methoxyphenyl)propan-2-yl)-1-(4-fluorophenyl)-1H-imidazol-2-ylthio)methyl)-3,5-difluoro-N-(morpholinocarbamoyl)benzenesulfonamide). Reactants: C#CCOc1ccc(OCC2CCCN2C(=O)OC(C)(C)C)cc1, C1CCNC1, OCc1ccc(I)cc1, O, Cl[Pd]Cl. Product: CC(C)(C)OC(=O)N1CCCC1COc1ccc(OCC#Cc2ccc(CO)cc2)cc1. Reaction SMILES: [C:1]([CH3:2])([CH3:3])([CH3:4])[O:5][C:6](=[O:7])[N:8]1[CH:9]([CH2:13][O:14][c:15]2[cH:16][cH:17][c:18]([O:21][CH2:22][C:23]#[CH:24])[cH:19][cH:20]2)[CH2:10][CH2:11][CH2:12]1.[CH2:34]1[CH2:35][NH:36][CH2:37][CH2:38]1.[I:25][c:26]1[cH:27][cH:28][c:29]([CH2:30][OH:31])[cH:32][cH:33]1.[OH2:42].[Pd:39]([Cl:40])[Cl:41]>>[C:1]([CH3:2])([CH3:3])([CH3:4])[O:5][C:6](=[O:7])[N:8]1[CH:9]([CH2:13][O:14][c:15]2[cH:16][cH:17][c:18]([O:21][CH2:22][C:23]#[C:24][c:26]3[cH:27][cH:28][c:29]([CH2:30][OH:31])[cH:32][cH:33]3)[cH:19][cH:20]2)[CH2:10][CH2:11][CH2:12]1. The reactants are [Li] (lithium), N (ammonia), Cl.N1C=CC2=C(C=CC=C12)C1(CNCCC1)O (3-(1H-indol-4-yl)-3-piperidinol hydrochloride), O1CCCC1 (tetrahydrofuran). The solvent is C(C)O (ethanol). The product is N1CC(CCC1)C1=C2C=CNC2=CC=C1 (4-(piperidin-3-yl)-1H-indole). Isolated yield 69.9%. As a reaction SMILES: [Li].N.Cl.[NH:4]1[C:12]2[C:7](=[C:8]([C:13]3(O)[CH2:18][CH2:17][CH2:16][NH:15][CH2:14]3)[CH:9]=[CH:10][CH:11]=2)[CH:6]=[CH:5]1.O1CCCC1>C(O)C>[NH:15]1[CH2:16][CH2:17][CH2:18][CH:13]([C:8]2[CH:9]=[CH:10][CH:11]=[C:12]3[C:7]=2[CH:6]=[CH:5][NH:4]3)[CH2:14]1 |f:2.3,^1:0|. Procedure details: 700 mg of lithium were added in small fractions over one hour at -40° C. to a mixture of 100 ml of ammonia, 1.2 g of 3-(1H-indol-4-yl)-3-piperidinol hydrochloride, 20 ml of tetrahydrofuran and 10 ml of anhydrous ethanol and the ammonia was evaporated at room temperature. The residue was taken up in 100 ml of water and the aqueous phase was extracted with chloroform containing 10% methanol. The organic phase was washed with water, dried and filtered. The filtrate was evaporated to dryness and the...